From a dataset of the Open Reaction Database (ORD), a public repository of structured organic reaction records. describe an organic reaction: reactants, conditions, products, and yield Reactants: Cc1ccccc1, OC1CCN(c2ccc(C(F)(F)F)cc2)CC1, CC(C)OC(=O)N=NC(=O)OC(C)C, CC(C)(C)OC(=O)N1CCC(NC(=O)c2cn3ccc(O)cc3n2)CC1, c1ccc(P(c2ccccc2)c2ccccc2)cc1. The product is CC(C)(C)OC(=O)N1CCC(NC(=O)c2cn3ccc(OC4CCN(c5ccc(C(F)(F)F)cc5)CC4)cc3n2)CC1. RXN SMILES: [CH3:77][c:78]1[cH:79][cH:80][cH:81][cH:82][cH:83]1.[F:41][C:42]([c:43]1[cH:44][cH:45][c:46]([N:49]2[CH2:50][CH2:51][CH:52]([OH:55])[CH2:53][CH2:54]2)[cH:47][cH:48]1)([F:56])[F:57].[O:27]=[C:28]([O:29][CH:30]([CH3:31])[CH3:32])[N:33]=[N:34][C:35]([O:36][CH:37]([CH3:38])[CH3:39])=[O:40].[OH:1][c:2]1[cH:3][c:4]2[n:5]([cH:6][cH:7]1)[cH:8][c:9]([C:11](=[O:12])[NH:13][CH:14]1[CH2:15][CH2:16][N:17]([C:20](=[O:21])[O:22][C:23]([CH3:24])([CH3:25])[CH3:26])[CH2:18][CH2:19]1)[n:10]2.[c:58]1([P:59]([c:60]2[cH:61][cH:62][cH:63][cH:64][cH:65]2)[c:66]2[cH:67][cH:68][cH:69][cH:70][cH:71]2)[cH:72][cH:73][cH:74][cH:75][cH:76]1>>[O:1]([c:2]1[cH:3][c:4]2[n:5]([cH:6][cH:7]1)[cH:8][c:9]([C:11](=[O:12])[NH:13][CH:14]1[CH2:15][CH2:16][N:17]([C:20](=[O:21])[O:22][C:23]([CH3:24])([CH3:25])[CH3:26])[CH2:18][CH2:19]1)[n:10]2)[CH:52]1[CH2:51][CH2:50][N:49]([c:46]2[cH:45][cH:44][c:43]([C:42]([F:41])([F:56])[F:57])[cH:48][cH:47]2)[CH2:54][CH2:53]1. Starting materials: esters, COC=1C=C(C=CC1)C(=CC=O)C1=CC(=CC=C1)OC (3,3-bis(3-methoxyphenyl)-2-propenal), C(=O)(OCC)C=P(C1=CC=CC=C1)(C1=CC=CC=C1)C1=CC=CC=C1 ((carbethoxymethylene)triphenylphosphorane). The solvent is C(C)O (ethanol). Product: C(C)OC(\C=C/C=C(C1=CC(=CC=C1)OC)C1=CC(=CC=C1)OC)=O ((Z)-5,5-bis(3-methoxyphenyl)-2,4-pentadienoic acid ethyl ester), C(C)OC(\C=C\C=C(C1=CC(=CC=C1)OC)C1=CC(=CC=C1)OC)=O ((E)-5,5-bis(3-methoxyphenyl)-2,4-pentadienoic acid ethyl ester). As a reaction SMILES: [CH3:1][O:2][C:3]1[CH:4]=[C:5]([C:9]([C:13]2[CH:18]=[CH:17][CH:16]=[C:15]([O:19][CH3:20])[CH:14]=2)=[CH:10][CH:11]=O)[CH:6]=[CH:7][CH:8]=1.[C:21]([CH:26]=P(C1C=CC=CC=1)(C1C=CC=CC=1)C1C=CC=CC=1)([O:23][CH2:24][CH3:25])=[O:22]>C(O)C>[CH2:24]([O:23][C:21](=[O:22])/[CH:26]=[CH:11]\[CH:10]=[C:9]([C:13]1[CH:18]=[CH:17][CH:16]=[C:15]([O:19][CH3:20])[CH:14]=1)[C:5]1[CH:6]=[CH:7][CH:8]=[C:3]([O:2][CH3:1])[CH:4]=1)[CH3:25].[CH2:24]([O:23][C:21](=[O:22])/[CH:26]=[CH:11]/[CH:10]=[C:9]([C:13]1[CH:18]=[CH:17][CH:16]=[C:15]([O:19][CH3:20])[CH:14]=1)[C:5]1[CH:6]=[CH:7][CH:8]=[C:3]([O:2][CH3:1])[CH:4]=1)[CH3:25]. Procedure: In the manner described in Example 99, 3,3-bis(3-methoxyphenyl)-2-propenal (24.8 g) was reacted with (carbethoxymethylene)triphenylphosphorane (33 g) in ethanol (100 ml) for 30 minutes at 50° C. The mixture of esters obtained from the usual work up was purified by HPLC (hexane-ether; 9:1) to give 2.3 g of the less polar (Z)-5,5-bis(3-methoxyphenyl)-2,4-pentadienoic acid ethyl ester as an oil, and 19.8 g of (E)-5,5-bis(3-methoxyphenyl)-2,4-pentadienoic acid ethyl ester.